From a dataset of the Open Reaction Database (ORD), a public repository of structured organic reaction records. describe an organic reaction: reactants, conditions, products, and yield The reactants are ClC=1NC2=C(N1)C=C(C(=C2)Br)Br (2-Chloro-5,6-dibromobenzimidazole), C[Si](C)(C)/N=C(\C(F)(F)F)/O[Si](C)(C)C (N,O-bis(trimethylsilyl)trifluroacetamide), C(C)(=O)O[C@H]1[C@H](OC(C)=O)[C@H](OC(C)=O)[C@H](O1)COC(C)=O (1,2,3,5-tetra-O-acetyl-β-D-ribofuranose), 0, O(S(=O)(=O)C(F)(F)F)[Si](C)(C)C (trimethylsilyl triflate). The solvent is CC#N (CH3CN), CCOC(=O)C (EtOAc). Run at time 1 hour. The product is ClC1=NC2=C(N1[C@H]1[C@H](OC(C)=O)[C@H](OC(C)=O)[C@H](O1)COC(C)=O)C=C(C(=C2)Br)Br (2-Chloro-5,6-dibromo-1-(2,3,5-tri-O-acetyl-β-D-ribofuranosyl)benzimidazole). Yield: 55.5%. Reaction SMILES: [Cl:1][C:2]1[NH:3][C:4]2[CH:10]=[C:9]([Br:11])[C:8]([Br:12])=[CH:7][C:5]=2[N:6]=1.C[Si](/N=C(/O[Si](C)(C)C)\C(F)(F)F)(C)C.C(O[C@@H:32]1[O:44][C@H:43]([CH2:45][O:46][C:47](=[O:49])[CH3:48])[C@@H:38]([O:39][C:40](=[O:42])[CH3:41])[C@H:33]1[O:34][C:35](=[O:37])[CH3:36])(=O)C.O([Si](C)(C)C)S(C(F)(F)F)(=O)=O>CC#N.CCOC(C)=O>[Cl:1][C:2]1[N:3]([C@@H:32]2[O:44][C@H:43]([CH2:45][O:46][C:47](=[O:49])[CH3:48])[C@@H:38]([O:39][C:40](=[O:42])[CH3:41])[C@H:33]2[O:34][C:35](=[O:37])[CH3:36])[C:4]2[CH:10]=[C:9]([Br:11])[C:8]([Br:12])=[CH:7][C:5]=2[N:6]=1. Procedure details: A suspension of 931 mg (3 mmole) of 2-chloro-5,6-dibromobenzimidazole (17) in 15 ml of dry CH3CN was treated with 0.8 mL (3 mmole) of N,O-bis(trimethylsilyl)trifluroacetamide (BSTFA) at 75° C. for 10 min to give a clear solution. To this solution, was added 955 mg (3 mmole) of 1,2,3,5-tetra-O-acetyl-β-D-ribofuranose and 0 64 mL (3.3 mmole) of trimethylsilyl triflate (TMSTf). Stirring was continued at 75° C. for 1 hr. The reaction mixture was cooled to room temperature and then diluted with 100 m... Reactants: ice water, N (ammonia), Cl.CC1=CC2=C(CN(CC2C2=CC=C(C=C2)Br)C)S1 (2,6-dimethyl-4-(p-bromophenyl)-4,5,6,7-tetrahydro-thieno[2,3-c]pyridine hydrochloride), [Br-].[Al+3].[Br-].[Br-] (aluminum bromide), BrBr (bromine). The solvent is C(C)(=O)O (acetic acid). Run at temperature 15 celsius. Yields the product Cl.CC1=C(C2=C(CN(CC2C2=CC=C(C=C2)Br)C)S1)Br (2,6-Dimethyl-3-bromo-4-(p-bromophenyl)-4,5,6,7-tetrahydro-thieno[2,3-c]pyridine hydrochloride). RXN SMILES: [ClH:1].[CH3:2][C:3]1[S:19][C:6]2[CH2:7][N:8]([CH3:18])[CH2:9][CH:10]([C:11]3[CH:16]=[CH:15][C:14]([Br:17])=[CH:13][CH:12]=3)[C:5]=2[CH:4]=1.[Br-:20].[Al+3].[Br-].[Br-].BrBr.N>C(O)(=O)C>[ClH:1].[CH3:2][C:3]1[S:19][C:6]2[CH2:7][N:8]([CH3:18])[CH2:9][CH:10]([C:11]3[CH:16]=[CH:15][C:14]([Br:17])=[CH:13][CH:12]=3)[C:5]=2[C:4]=1[Br:20] |f:0.1,2.3.4.5,9.10|. Reported procedure: 3 gm (0.008 mol) of 2,6-dimethyl-4-(p-bromophenyl)-4,5,6,7-tetrahydro-thieno[2,3-c]pyridine hydrochloride and 8 gm of aluminum bromide were dissolved in 100 ml of glacial acetic acid. The solution was cooled to 15° C., 1.4 gm of bromine were slowly added dropwise and the mixture was stirred several hours until the reaction had gone to completion. Then, the mixture was decomposed with ice water, made alkaline with ammonia, extracted with ethyl acetate and evaporated. The residue was chromatograph... The reactants are BrC1=CC=C2C(=CC=3N(C2=C1)C=C(N3)C(=O)OCC)Cl (ethyl 8-bromo-5-chloroimidazo-[1,2-a]-quinoline-2-carboxylate), [OH-].[Na+] (sodium hydroxide). The solvent is C(C)O (ethanol). Product: O.BrC1=CC=C2C(=CC=3N(C2=C1)C=C(N3)C(=O)O)Cl (8-bromo-5-chloroimidazo-[1,2-a]-quinoline-2-carboxylic acid monohydrate). As a reaction SMILES: [Br:1][C:2]1[CH:11]=[C:10]2[C:5]([C:6]([Cl:20])=[CH:7][C:8]3[N:9]2[CH:12]=[C:13]([C:15]([O:17]CC)=[O:16])[N:14]=3)=[CH:4][CH:3]=1.[OH-].[Na+]>C(O)C>[OH2:16].[Br:1][C:2]1[CH:11]=[C:10]2[C:5]([C:6]([Cl:20])=[CH:7][C:8]3[N:9]2[CH:12]=[C:13]([C:15]([OH:17])=[O:16])[N:14]=3)=[CH:4][CH:3]=1 |f:1.2,4.5|. Procedure details: 400 mg of ethyl 8-bromo-5-chloroimidazo-[1,2-a]-quinoline-2-carboxylate were suspended in 200 ml of 50% aqueous ethanol and 4 ml of N sodium hydroxide solution were added. The mixture was heated on a steam bath for 1 hour and the resulting solution was filtered, then acidified with 4.4 ml of N hydrochloric acid. The mixture was cooled in ice to obtain cream needles of 8-bromo-5-chloroimidazo-[1,2-a]-quinoline-2-carboxylic acid monohydrate melting at >300° C. The reactants are NC1C(N(C(C1)=O)CC1=CC=CC=C1)=O (3-amino-1-benzylpyrrolidine-2,5-dione), [H-].[Al+3].[Li+].[H-].[H-].[H-] (lithium aluminum hydride), O (water), [OH-].[K+] (potassium hydroxide), O (water). Run in O1CCCC1 (tetrahydrofuran), O1CCCC1 (tetrahydrofuran), O1CCCC1 (tetrahydrofuran). Product: NC1CN(CC1)CC1=CC=CC=C1 (3-Amino-1-benzylpyrrolidine). Reaction SMILES: [H-].[Al+3].[Li+].[H-].[H-].[H-].[NH2:7][CH:8]1[CH2:12][C:11](=O)[N:10]([CH2:14][C:15]2[CH:20]=[CH:19][CH:18]=[CH:17][CH:16]=2)[C:9]1=O.O.[OH-].[K+]>O1CCCC1>[NH2:7][CH:8]1[CH2:12][CH2:11][N:10]([CH2:14][C:15]2[CH:20]=[CH:19][CH:18]=[CH:17][CH:16]=2)[CH2:9]1 |f:0.1.2.3.4.5,8.9|. Procedure details: 34 g (0.9 mol) of lithium aluminum hydride are initially introduced under nitrogen in 500 ml of anhydrous tetrahydrofuran, and 80.8 g (0.4 mol) of 3-amino-1-benzylpyrrolidine-2,5-dione are added dropwise to the mixture as a solution in 400 ml of tetrahydrofuran. The mixture is then refluxed for 20 hours. 34 g of water in 120 ml of tetrahydrofuran, 34 g of 10% strength potassium hydroxide solution and also 136 g of water are added dropwise in succession to the mixture. The solid is filtered off w... Starting materials: CC(C)(C)O, Clc1ccccc1Cl, O, O=S(=O)(O)C(F)(F)F, Oc1c(-c2ccc3c(c2)CCCC3)ccc2c1CCCC2. Product: CC(C)(C)c1cc2c(c(O)c1-c1ccc3c(c1)CCCC3)CCCC2. RXN SMILES: [C:22]([CH3:23])([CH3:24])([CH3:25])[OH:26].[Cl:35][c:36]1[c:37]([Cl:38])[cH:39][cH:40][cH:41][cH:42]1.[OH2:43].[OH:27][S:28]([C:29]([F:30])([F:31])[F:32])(=[O:33])=[O:34].[c:1]1([OH:21])[c:2](-[c:11]2[cH:12][c:13]3[c:18]([cH:19][cH:20]2)[CH2:17][CH2:16][CH2:15][CH2:14]3)[cH:3][cH:4][c:5]2[c:10]1[CH2:9][CH2:8][CH2:7][CH2:6]2>>[c:1]1([OH:21])[c:2](-[c:11]2[cH:12][c:13]3[c:18]([cH:19][cH:20]2)[CH2:17][CH2:16][CH2:15][CH2:14]3)[c:3]([C:22]([CH3:23])([CH3:24])[CH3:25])[cH:4][c:5]2[c:10]1[CH2:9][CH2:8][CH2:7][CH2:6]2.